From a dataset of the Open Reaction Database (ORD), a public repository of structured organic reaction records. describe an organic reaction: reactants, conditions, products, and yield RXN SMILES: [Br:1][c:2]1[cH:3][c:4]2[c:5]([n:6][cH:7]1)[n:8]([CH3:13])[c:9]([CH2:11][OH:12])[n:10]2.[CH2:48]([P:49]([CH2:50][CH2:51][CH2:52][CH3:53])[CH2:54][CH2:55][CH2:56][CH3:57])[CH2:58][CH2:59][CH3:60].[CH3:79][c:80]1[cH:81][cH:82][cH:83][cH:84][cH:85]1.[N:61]([C:62]([N:63]1[CH2:64][CH2:65][CH2:66][CH2:67][CH2:68]1)=[O:69])=[N:70][C:71]([N:72]1[CH2:73][CH2:74][CH2:75][CH2:76][CH2:77]1)=[O:78].[OH:14][c:15]1[cH:16][cH:17][c:18]([CH2:19][CH:20]2[C:21](=[O:45])[N:22]([C:26]([c:27]3[cH:28][cH:29][cH:30][cH:31][cH:32]3)([c:33]3[cH:34][cH:35][cH:36][cH:37][cH:38]3)[c:39]3[cH:40][cH:41][cH:42][cH:43][cH:44]3)[C:23](=[O:25])[S:24]2)[cH:46][cH:47]1>>[Br:1][c:2]1[cH:3][c:4]2[c:5]([n:6][cH:7]1)[n:8]([CH3:13])[c:9]([CH2:11][O:12][c:15]1[cH:16][cH:17][c:18]([CH2:19][CH:20]3[C:21](=[O:45])[N:22]([C:26]([c:27]4[cH:28][cH:29][cH:30][cH:31][cH:32]4)([c:33]4[cH:34][cH:35][cH:36][cH:37][cH:38]4)[c:39]4[cH:40][cH:41][cH:42][cH:43][cH:44]4)[C:23](=[O:25])[S:24]3)[cH:46][cH:47]1)[n:10]2. Reactants: Cn1c(CO)nc2cc(Br)cnc21, CCCCP(CCCC)CCCC, Cc1ccccc1, O=C(N=NC(=O)N1CCCCC1)N1CCCCC1, O=C1SC(Cc2ccc(O)cc2)C(=O)N1C(c1ccccc1)(c1ccccc1)c1ccccc1. Product: Cn1c(COc2ccc(CC3SC(=O)N(C(c4ccccc4)(c4ccccc4)c4ccccc4)C3=O)cc2)nc2cc(Br)cnc21. Reactants: C(C)(=O)NC1=CC=C(C=C1)SC1=C(C=C(C(=O)O)C=C1S(N)(=O)=O)N (4-(4-acetamidophenylmercapto)-3-amino-5-sulfamoylbenzoic acid), CC(CI)=C (2-methylallyliodide). Solvent: C(C)O (ethanol), [OH-].[Li+] (lithium hydroxide), [OH-].[Li+] (lithium hydroxide), O (water), C(C)O (ethanol). The product is C(C)(=O)NC1=CC=C(C=C1)SC1=C(C=C(C(=O)O)C=C1S(N)(=O)=O)NCC(=C)C (4-(4-acetamidophenylmercapto)-3-(2-methylallylamino)-5-sulfamoylbenzoic acid). Reaction SMILES: [C:1]([NH:4][C:5]1[CH:10]=[CH:9][C:8]([S:11][C:12]2[C:20]([S:21](=[O:24])(=[O:23])[NH2:22])=[CH:19][C:15]([C:16]([OH:18])=[O:17])=[CH:14][C:13]=2[NH2:25])=[CH:7][CH:6]=1)(=[O:3])[CH3:2].[CH3:26][C:27](=[CH2:30])[CH2:28]I>O.[OH-].[Li+].C(O)C>[C:1]([NH:4][C:5]1[CH:10]=[CH:9][C:8]([S:11][C:12]2[C:20]([S:21](=[O:24])(=[O:23])[NH2:22])=[CH:19][C:15]([C:16]([OH:18])=[O:17])=[CH:14][C:13]=2[NH:25][CH2:28][C:27]([CH3:30])=[CH2:26])=[CH:7][CH:6]=1)(=[O:3])[CH3:2] |f:3.4|. Reported procedure: The starting material is prepared as follows: To the solution of 3.81 g of 4-(4-acetamidophenylmercapto)-3-amino-5-sulfamoylbenzoic acid in 25 ml of water and about 2 ml of 4 N aqueous lithium hydroxide (to adjust the pH to 7.2), the solution of 2 g of 2-methylallyliodide in 2 ml of ethanol is added at room temperature while stirring and maintaining the pH between 6.7 and 7.0 with lithium hydroxide, and diluting the mixture with 10 ml of ethanol. After 23 hours (and the consumption of about 65% ... Reactants: NOCc1ccccc1, CC#N, CCOC(C)=O, O=S(=O)(OS(=O)(=O)C(F)(F)F)C(F)(F)F, C=CCOC(=O)C1CC(O)CN1C(=O)C(F)(F)F, Cc1cccc(C)n1. Product: C=CCOC(=O)C1CC(NOCc2ccccc2)CN1C(=O)C(F)(F)F. As a reaction SMILES: [CH2:42]([c:43]1[cH:44][cH:45][cH:46][cH:47][cH:48]1)[O:49][NH2:50].[CH3:51][C:52]#[N:53].[CH3:54][CH2:55][O:56][C:57](=[O:58])[CH3:59].[F:27][C:28]([S:29]([O:30][S:31]([C:32]([F:33])([F:34])[F:35])(=[O:36])=[O:37])(=[O:38])=[O:39])([F:40])[F:41].[OH:1][CH:2]1[CH2:3][CH:4]([C:13](=[O:14])[O:15][CH2:16][CH:17]=[CH2:18])[N:5]([C:7]([C:8]([F:9])([F:10])[F:11])=[O:12])[CH2:6]1.[n:19]1[c:20]([CH3:21])[cH:22][cH:23][cH:24][c:25]1[CH3:26]>>[CH:2]1([NH:50][O:49][CH2:42][c:43]2[cH:44][cH:45][cH:46][cH:47][cH:48]2)[CH2:3][CH:4]([C:13](=[O:14])[O:15][CH2:16][CH:17]=[CH2:18])[N:5]([C:7]([C:8]([F:9])([F:10])[F:11])=[O:12])[CH2:6]1. As a reaction SMILES: [Br:1][CH2:2][CH2:3][CH:4]=[C:5]([CH2:6][CH2:7][CH3:8])[CH3:9].[CH3:10][C:11](=[O:12])[OH:13].[Pt:14]=[O:15]>>[Br:1][CH2:2][CH2:3][CH2:4][CH:5]([CH2:6][CH2:7][CH3:8])[CH3:9]. The product is CCCC(C)CCCBr. Starting materials: CCCC(C)=CCCBr, CC(=O)O, O=[Pt]. Conditions: temperature 40 celsius, time 2 hour. Procedure: 157.5 g (0.75 mol) of the 1,4-bisacetylamino-2-fluorobenzene obtained above under B. are initially introduced into 630 g of glacial acetic acid, and a mixture of 42 g of glacial acetic acid and 51 g of nitric acid (density 1.5) is added dropwise in the course of 2 hours. The mixture is subsequently stirred at 40° C. for a further 2 hours and cooled to 15° C. After the product which has precipitated has been filtered off, it is washed twice with 50 ml of glacial acetic acid each time and dried at... The solvent is C(C)(=O)O (acetic acid), C(C)(=O)O (acetic acid). The product is C(C)(=O)NC1=C(C=C(C(=C1)[N+](=O)[O-])NC(C)=O)F (1,4-bisacetylamino-2-fluoro-5-nitrobenzene). Starting materials: [N+](=O)(O)[O-] (nitric acid), C(C)(=O)NC1=C(C=C(C=C1)NC(C)=O)F (1,4-bisacetylamino-2-fluorobenzene). RXN SMILES: [C:1]([NH:4][C:5]1[CH:10]=[CH:9][C:8]([NH:11][C:12](=[O:14])[CH3:13])=[CH:7][C:6]=1[F:15])(=[O:3])[CH3:2].[N+:16]([O-])([OH:18])=[O:17]>C(O)(=O)C>[C:1]([NH:4][C:5]1[CH:10]=[C:9]([N+:16]([O-:18])=[O:17])[C:8]([NH:11][C:12](=[O:14])[CH3:13])=[CH:7][C:6]=1[F:15])(=[O:3])[CH3:2]. Starting materials: BrC=1C=2N(C=CC1)N=C(N2)Cl (8-bromo-2-chloro-[1,2,4]triazolo[1,5-a]pyridine), NC(C)C1=C(C=CC=C1)N(S(=O)(=O)C)C (N-[2-(1-amino-ethyl)-phenyl]-N-methyl-methanesulfonamide). The product is ClC1=NN2C(C(=CC=C2)NC(C)C2=C(C=CC=C2)N(S(=O)(=O)C)C)=N1 (N-{2-[1-(2-Chloro-[1,2,4]triazolo[1,5-a]pyridin-8-ylamino)-ethyl]-phenyl}-N-methyl-methanesulfonamide), foam. Procedure details: N-{2-[1-(2-Chloro-[1,2,4]triazolo[1,5-a]pyridin-8-ylamino)-ethyl]-phenyl}-N-methyl-methanesulfonamide was prepared from 8-bromo-2-chloro-[1,2,4]triazolo[1,5-a]pyridine (350.0 mg, 1.506 mmol) and N-[2-(1-amino-ethyl)-phenyl]-N-methyl-methanesulfonamide (380.0 mg, 1.664 mmol) in a manner analogous to Example 2d. Product isolated as a yellow foam (0.315 g, 55%). 1H NMR (400 MHz, CDCl3, δ, ppm): 7.83-7.79 (m, 1H), 7.62-7.25 (m, 4H), 6.85-6.71 (m, 1H), 6.61-6.43 (m, 1H), 5.42-6.13 (m, 2H), 3.35-3.26 ... Reaction SMILES: Br[C:2]1[C:3]2[N:4]([N:8]=[C:9]([Cl:11])[N:10]=2)[CH:5]=[CH:6][CH:7]=1.[NH2:12][CH:13]([C:15]1[CH:20]=[CH:19][CH:18]=[CH:17][C:16]=1[N:21]([CH3:26])[S:22]([CH3:25])(=[O:24])=[O:23])[CH3:14]>>[Cl:11][C:9]1[N:10]=[C:3]2[C:2]([NH:12][CH:13]([C:15]3[CH:20]=[CH:19][CH:18]=[CH:17][C:16]=3[N:21]([CH3:26])[S:22]([CH3:25])(=[O:24])=[O:23])[CH3:14])=[CH:7][CH:6]=[CH:5][N:4]2[N:8]=1. Yield: 55.0%. The reactants are CO, Cc1ccc([N+](=O)[O-])cc1C. RXN SMILES: [CH3:12][OH:13].[CH3:1][c:2]1[cH:3][c:4]([N+:9]([O-:10])=[O:11])[cH:5][cH:6][c:7]1[CH3:8]>>[CH3:1][c:2]1[cH:3][c:4]([NH2:9])[cH:5][cH:6][c:7]1[CH3:8]. Yields the product Cc1ccc(N)cc1C.